From a dataset of the Open Reaction Database (ORD), a public repository of structured organic reaction records. describe an organic reaction: reactants, conditions, products, and yield Reactants: FC(C1=NC(=NC=C1)OCC1C2CCC(C1)N2C(=O)OC(C)(C)C)(F)F ((±)-tert-butyl 2-(((4-(trifluoromethyl)pyrimidin-2-yl)oxy)methyl)-7-azabicyclo[2.2.1]heptane-7-carboxylate), Cl (HCl). Solvent: CO (MeOH). Yields the product Cl.FC(C1=NC(=NC=C1)OCC1C2CCC(C1)N2)(F)F ((±)-2-(((4-(trifluoromethyl)pyrimidin-2-yl)oxy)methyl)-7-azabicyclo[2.2.1]heptane hydrochloride). As a reaction SMILES: [F:1][C:2]([F:26])([F:25])[C:3]1[CH:8]=[CH:7][N:6]=[C:5]([O:9][CH2:10][CH:11]2[CH2:16][CH:15]3[N:17](C(OC(C)(C)C)=O)[CH:12]2[CH2:13][CH2:14]3)[N:4]=1.[ClH:27]>CO>[ClH:27].[F:25][C:2]([F:1])([F:26])[C:3]1[CH:8]=[CH:7][N:6]=[C:5]([O:9][CH2:10][CH:11]2[CH2:16][CH:15]3[NH:17][CH:12]2[CH2:13][CH2:14]3)[N:4]=1 |f:3.4|. Reported procedure: To the title compound of step A (752 mg, 2 mmol) in MeOH (6 mL) was added HCl. Reactants: BrCc1cccc(Br)c1, C1CCOC1, CC(C)(C)[O-], COc1ccc(CN2C(=O)CN=C(c3ccc(OC)cc3)c3cc(Cl)ccc32)cc1, [K+]. Yields the product COc1ccc(CN2C(=O)C(Cc3cccc(Br)c3)N=C(c3ccc(OC)cc3)c3cc(Cl)ccc32)cc1. Reaction SMILES: [Br:37][c:38]1[cH:39][c:40]([CH2:41][Br:42])[cH:43][cH:44][cH:45]1.[CH2:46]1[O:47][CH2:48][CH2:49][CH2:50]1.[CH3:31][C:32]([CH3:33])([O-:34])[CH3:35].[Cl:1][c:2]1[cH:3][c:4]2[c:5]([cH:29][cH:30]1)[N:6]([CH2:20][c:21]1[cH:22][cH:23][c:24]([O:27][CH3:28])[cH:25][cH:26]1)[C:7](=[O:19])[CH2:8][N:9]=[C:10]2[c:11]1[cH:12][cH:13][c:14]([O:17][CH3:18])[cH:15][cH:16]1.[K+:36]>>[Cl:1][c:2]1[cH:3][c:4]2[c:5]([cH:29][cH:30]1)[N:6]([CH2:20][c:21]1[cH:22][cH:23][c:24]([O:27][CH3:28])[cH:25][cH:26]1)[C:7](=[O:19])[CH:8]([CH2:41][c:40]1[cH:39][c:38]([Br:37])[cH:45][cH:44][cH:43]1)[N:9]=[C:10]2[c:11]1[cH:12][cH:13][c:14]([O:17][CH3:18])[cH:15][cH:16]1. Starting materials: C([O-])(O)=O.[Mg+2].C([O-])(O)=O (magnesium bicarbonate), [N+](=O)([O-])[O-].[Ce+3].[N+](=O)([O-])[O-].[N+](=O)([O-])[O-] (cerium nitrate). The product is C([O-])([O-])=O.[Ce+3].C([O-])([O-])=O.C([O-])([O-])=O.[Ce+3] (cerium carbonate). RXN SMILES: [C:1](=[O:4])([OH:3])[O-:2].[Mg+2].[C:6](=[O:9])([OH:8])[O-:7].[N+]([O-])([O-])=O.[Ce+3:14].[N+]([O-])([O-])=O.[N+]([O-])([O-])=O>>[C:1](=[O:2])([O-:4])[O-:3].[Ce+3:14].[C:6](=[O:7])([O-:9])[O-:8].[C:1](=[O:2])([O-:4])[O-:3].[Ce+3:14] |f:0.1.2,3.4.5.6,7.8.9.10.11|. Procedure: Adding 5.6 m3 of the above magnesium bicarbonate solution (0.50 mol/L) into a reactor containing 6 m3 of cerium nitrate solution to react for 2 hours, and controlling the reaction temperature at 35° C. and the pH value of mother liquor at 5.7, cerium carbonate can be obtained. And then the cerium carbonate is filtered, washed, dried, and finally calcined at 650° C. for 5 hours to produce cerium dioxide.